This data is from the Open Reaction Database (ORD), a public repository of structured organic reaction records. The task is: describe an organic reaction: reactants, conditions, products, and yield Starting materials: FC1=C(C(=CC=C1)F)C=1OC(=C(N1)C(=O)N)C1=CC=C(C=C1)O (2-(2,6-difluorophenyl)-5-(4-hydroxyphenyl)oxazole-4-carboxamide), ClCC1CN(CCO1)CC1=CC=CC=C1 (2-chloromethyl-4-benzylmorpholine), COC1=CC=C(C=C1)C=1NC(=C(N1)C1=CC=C(C=C1)OC)C(=O)N (2,4-bis(4-methoxyphenyl)-1H-imidazole-5-carboxamide). Reagents/catalysts: [Pd] (Pd). Solvent: CO (MeOH). Product: FC1=C(C(=CC=C1)F)C=1OC(=C(N1)C(=O)N)C1=CC=C(C=C1)OCC1CNCCO1 (2-(2,6-difluorophenyl)-5-(4-(morpholin-2-ylmethoxy)phenyl)oxazole-4-carboxamide). As a reaction SMILES: [F:1][C:2]1[CH:7]=[CH:6][CH:5]=[C:4]([F:8])[C:3]=1[C:9]1[O:10][C:11]([C:17]2[CH:22]=[CH:21][C:20]([OH:23])=[CH:19][CH:18]=2)=[C:12]([C:14]([NH2:16])=[O:15])[N:13]=1.Cl[CH2:25][CH:26]1[O:31][CH2:30][CH2:29][N:28](CC2C=CC=CC=2)[CH2:27]1.COC1C=CC(C2NC(C(N)=O)=C(C3C=CC(OC)=CC=3)N=2)=CC=1>CO.[Pd]>[F:1][C:2]1[CH:7]=[CH:6][CH:5]=[C:4]([F:8])[C:3]=1[C:9]1[O:10][C:11]([C:17]2[CH:18]=[CH:19][C:20]([O:23][CH2:25][CH:26]3[O:31][CH2:30][CH2:29][NH:28][CH2:27]3)=[CH:21][CH:22]=2)=[C:12]([C:14]([NH2:16])=[O:15])[N:13]=1. Procedure details: The title compound was prepared by alkylation of 2-(2,6-difluorophenyl)-5-(4-hydroxyphenyl)oxazole-4-carboxamide with 2-chloromethyl-4-benzylmorpholine, according to the procedure described in example S-1, step b, followed by subsequent deprotection using the H-cube hydrogenation system (full H2 mode, 10% Pd\C catalyst, 1 ml/min, 0.05M in MeOH, 70° C.). 1H NMR (DMSO) δ 2.59-2.70 (2H, m), 2.90-3.00 (2H, m), 3.41-3.51 (1H, m), 3.69-3.79 (2H, m), 4.00 (2H, d), 7.05-7.15 (2H, m), 7.35-7.45 (2H, m), ... Starting materials: CC(=O)[O-], CC(=O)c1nc(-c2ccncc2C)[nH]c1C, Cl, NO, [Na+], O. The product is CC(=NO)c1nc(-c2ccncc2C)[nH]c1C, O. RXN SMILES: [CH3:18][C:19](=[O:20])[O-:21].[CH3:1][c:2]1[c:3]([C:14]([CH3:15])=[O:16])[n:4][c:5](-[c:7]2[c:8]([CH3:13])[cH:9][n:10][cH:11][cH:12]2)[nH:6]1.[ClH:22].[NH2:23][OH:24].[Na+:17].[OH2:25]>>[CH3:1][c:2]1[c:3]([C:14]([CH3:15])=[N:23][OH:24])[n:4][c:5](-[c:7]2[c:8]([CH3:13])[cH:9][n:10][cH:11][cH:12]2)[nH:6]1.[OH2:16]. The reactants are CCN(C(C)C)C(C)C (DIEA), ClC1=CC=C(C=C1)N (4-chlorophenylamine), OC=1C=C2C=CC=C(C2=CC1)C(=O)O (6-hydroxy-naphthalene-1-carboxylic acid). Reagents/catalysts: CN(C)C=O (DMF), CN(C)C=1C=CN=CC1 (DMAP). Run in O=S(Cl)Cl (SOCl2), C(Cl)Cl (CH2Cl2). Run at time 4 hour. The product is ClC1=CC=C(C=C1)NC(=O)C1=CC=CC2=CC(=CC=C12)O (6-Hydroxy-naphthalene-1-carboxylic acid (4-chloro-phenyl)-amide). Reaction SMILES: [OH:1][C:2]1[CH:3]=[C:4]2[C:9](=[CH:10][CH:11]=1)[C:8]([C:12]([OH:14])=O)=[CH:7][CH:6]=[CH:5]2.CCN(C(C)C)C(C)C.[Cl:24][C:25]1[CH:30]=[CH:29][C:28]([NH2:31])=[CH:27][CH:26]=1>O=S(Cl)Cl.CN(C=O)C.CN(C1C=CN=CC=1)C.C(Cl)Cl>[Cl:24][C:25]1[CH:30]=[CH:29][C:28]([NH:31][C:12]([C:8]2[C:9]3[C:4](=[CH:3][C:2]([OH:1])=[CH:11][CH:10]=3)[CH:5]=[CH:6][CH:7]=2)=[O:14])=[CH:27][CH:26]=1. Reported procedure: A slurry of 6-hydroxy-naphthalene-1-carboxylic acid (0.2 g, 1.06 mmol) in 10.6 mL of SOCl2 and 1 drop of DMF was heated to 40° C. After 4 h, the solution was concentrated to dryness and placed under high vacuum overnight. The crude residue was dissolved in 3.5 mL of CH2Cl2. To the resulting solution was added DIEA (0.554 mL, 3.18 mmol), 4-chlorophenylamine (0.162 g, 1.27 mmol) and a catalytic amount of DMAP. The reaction was stirred under an argon atmosphere for 2 days. The reaction was diluted ... The reactants are N1C=NC(=C1)CCCNC(=N)NC(CSCC=1N=CNC1C)CC (N-[3-(Imidazol-4-yl)propyl]-N'-[1-[(5-methylimidazol-4-yl) methylthio]2-butyl]-guanidine), C(#N)NC(=N)N (cyanoguanidine), [Cl-].[NH4+] (ammonium chloride). Product: Cl.Cl.Cl.N1C(=NC=C1)CCCNC(=N)NC(CSCC=1N=CNC1C)CC (N-[3-(imidazol--yl)propyl]-N'-[1-[(5-methylimidazol-4-yl)methylthio]-2-butyl]-guanidine trihydrochloride). As a reaction SMILES: N1C=[C:4]([CH2:6][CH2:7][CH2:8][NH:9][C:10]([NH:12][CH:13]([CH2:23][CH3:24])[CH2:14][S:15][CH2:16][C:17]2[N:18]=[CH:19][NH:20][C:21]=2[CH3:22])=[NH:11])[N:3]=[CH:2]1.[C:25](NC(N)=N)#[N:26].[Cl-:31].[NH4+]>>[ClH:31].[ClH:31].[ClH:31].[NH:3]1[CH:2]=[CH:25][N:26]=[C:4]1[CH2:6][CH2:7][CH2:8][NH:9][C:10]([NH:12][CH:13]([CH2:23][CH3:24])[CH2:14][S:15][CH2:16][C:17]1[N:18]=[CH:19][NH:20][C:21]=1[CH3:22])=[NH:11] |f:2.3,4.5.6.7|. Reported procedure: N-[3-(Imidazol-4-yl)propyl]-N'-[1-[(5-methylimidazol-4-yl) methylthio]2-butyl]-guanidine ##STR103## prepared by a method analogous to that of Example 39 from 0.71 g (1.9 mmol) of the previously prepared cyanoguanidine. 0.97 g of a hygroscopic foam composed of equimolar quantities of ammonium chloride and N-[3-(imidazol--yl)propyl]-N'-[1-[(5-methylimidazol-4-yl)methylthio]-2-butyl]-guanidine trihydrochloride is obtained as residue. Reactants: O=C(CBr)c1ccc(O)c(CO)c1, C=C(C)OC, ClCCl. The product is CC1(C)OCc2cc(C(=O)CBr)ccc2O1. RXN SMILES: [Br:6][CH2:7][C:8](=[O:9])[c:10]1[cH:11][c:12]([CH2:17][OH:18])[c:13]([OH:16])[cH:14][cH:15]1.[CH3:1][O:2][C:3](=[CH2:4])[CH3:5].[Cl:19][CH2:20][Cl:21]>>[C:3]1([CH3:4])([CH3:5])[O:16][c:13]2[c:12]([cH:11][c:10]([C:8]([CH2:7][Br:6])=[O:9])[cH:15][cH:14]2)[CH2:17][O:18]1. Yields the product ClC=1C(=C(C=C2C(C(=CN(C12)C1=C(C=C(C(=C1)O)F)F)C(=O)O)=O)F)NC (8-chloro-6-fluoro-1-(2,4-difluoro-5-hydroxyphenyl)-7-methylamino-4-oxo-1,4-dihydroquinoline-3-carboxylic Acid). Starting materials: ClC=1C(=C(C=C2C(C(=CN(C12)C1=C(C=C(C(=C1)O)F)F)C(=O)O)=O)F)F (8-Chloro-6,7-difluoro-1-(2,4-difluoro-5-hydroxyphenyl)-4-oxo-1,4-dihydroquinoline-3-carboxylic acid), CN (methylamine). Run in N1=CC=CC=C1 (pyridine). Procedure: 8-Chloro-6,7-difluoro-1-(2,4-difluoro-5-hydroxyphenyl)-4-oxo-1,4-dihydroquinoline-3-carboxylic acid (200 mg) and an aqueous solution (about 40%; 550 mg) of methylamine were added to pyridine (1,200 mg), and the mixture was stirred at room temperature for 21 hours. The reaction mixture was concentrated under reduced pressure, and ethanol (1 ml) was added to the residue. Deposits were collected by filtration and washed with ethanol and diisopropyl ether in that order to obtain the title compound (... Reaction conditions: time 21 hour. Isolated yield 84.1%. RXN SMILES: [Cl:1][C:2]1[C:3](F)=[C:4]([F:25])[CH:5]=[C:6]2[C:11]=1[N:10]([C:12]1[CH:17]=[C:16]([OH:18])[C:15]([F:19])=[CH:14][C:13]=1[F:20])[CH:9]=[C:8]([C:21]([OH:23])=[O:22])[C:7]2=[O:24].[CH3:27][NH2:28]>N1C=CC=CC=1>[Cl:1][C:2]1[C:3]([NH:28][CH3:27])=[C:4]([F:25])[CH:5]=[C:6]2[C:11]=1[N:10]([C:12]1[CH:17]=[C:16]([OH:18])[C:15]([F:19])=[CH:14][C:13]=1[F:20])[CH:9]=[C:8]([C:21]([OH:23])=[O:22])[C:7]2=[O:24].